This data is from the Open Reaction Database (ORD), a public repository of structured organic reaction records. The task is: describe an organic reaction: reactants, conditions, products, and yield Reported procedure: 244 ml of cyclopentadiene were slowly added to a mixture of 208 g of 5-hydroxy-2(5H)-furanone, 350 mg of hydroquinone and 1.05 liters of chloroform while keeping the temperature at 45°-47° C. and the mixture was stirred at 20° C. for 17 hours and was evaporated to dryness under reduced pressure. The residue was added to isopropyl ether and the mixture was heated to reflux with stirring and was cooled and vacuum filtered. The solid was dissolved in methylene chloride and the solution was treated ... The reactants are C1=CC=CC1 (cyclopentadiene), OC1C=CC(O1)=O (5-hydroxy-2(5H)-furanone), C1(O)=CC=C(O)C=C1 (hydroquinone). Solvent: C(Cl)(Cl)Cl (chloroform). Reaction SMILES: [CH:1]1[CH2:5][CH:4]=[CH:3][CH:2]=1.[OH:6][CH:7]1[O:11][C:10](=[O:12])[CH:9]=[CH:8]1.C1(C=CC(O)=CC=1)O>C(Cl)(Cl)Cl>[OH:12][CH:10]1[CH:9]2[CH:8]([C:5]3[CH2:4][C:3]2=[CH:2][CH:1]=3)[C:7](=[O:6])[O:11]1. Product: OC1OC(C2C3=CC=C(C12)C3)=O (racemic 1-hydroxy-3-oxo-1,3,3a,7a-tetrahydro-4,7-methanoisobenzofuran). Reaction conditions: temperature 20 celsius, time 17 hour. Starting materials: C1CCOC1 (THF), C(C=C)C=1C(=NC=2N(C1Cl)N=CC2)Cl (6-allyl-5,7-dichloropyrazolo[1,5-a]pyrimidine), I(=O)(=O)(=O)[O-].[Na+] (sodium periodate), S(=O)([O-])[O-].[Na+].[Na+] (sodium sulfite). The reagents and catalysts are [Os](=O)(=O)(=O)=O (osmium tetraoxide). Solvent: O (water). Run at time 3 hour. Yields the product ClC1=NC=2N(C(=C1CC=O)Cl)N=CC2 (5,7-dichloro-6-(2-oxoethyl)pyrazolo[1,5-a]pyrimidine). Reaction SMILES: C1C[O:4]CC1.[CH2:6]([C:9]1[C:10]([Cl:19])=[N:11][C:12]2[N:13]([N:16]=[CH:17][CH:18]=2)[C:14]=1[Cl:15])[CH:7]=C.I([O-])(=O)(=O)=O.[Na+].S([O-])([O-])=O.[Na+].[Na+]>[Os](=O)(=O)(=O)=O.O>[Cl:19][C:10]1[C:9]([CH2:6][CH:7]=[O:4])=[C:14]([Cl:15])[N:13]2[N:16]=[CH:17][CH:18]=[C:12]2[N:11]=1 |f:2.3,4.5.6|. Procedure: To a mixed solution of THF (24 mL) and water (6 mL) containing 6-allyl-5,7-dichloropyrazolo[1,5-a]pyrimidine (1.82 g, 7.89 mmol), sodium periodate (5.12 g, 23.9 mmol) and osmium tetraoxide (2.5w/v % in tert-butanol, 3 mL, 0.23 mmol) were added with ice-cooling. After this mixture was stirred at room temperature for 3 hr, aqueous sodium sulfite was added here. The resultant mixture was extracted with ethyl acetate and the organic layer was washed with aqueous sodium hydrogen carbonate and then br... The reactants are CN1C(C=C(C=C1)C1=CC=C(C=C1)N1C(O[C@H](C1)CNC(C)=O)=O)=O (N-({(5S)-3-[4-(1-methyl-2-oxo-1,2-dihydropyridin-4-yl)phenyl]-2-oxo-1,3-oxazolidin-5-yl}methyl)acetamide). The reagents and catalysts are [Pd] (palladium on activated charcoal). Run in CO (MeOH). Conditions: time 16 hour. The product is CN1C(CC(CC1)C1=CC=C(C=C1)N1C(O[C@H](C1)CNC(C)=O)=O)=O (N-({(5S)-3-[4-(1-methyl-2-oxopiperidin-4-yl)phenyl]-2-oxo-1,3-oxazolidin-5-yl}methyl)acetamide). Isolated yield 97.5%. RXN SMILES: [CH3:1][N:2]1[CH:7]=[CH:6][C:5]([C:8]2[CH:13]=[CH:12][C:11]([N:14]3[CH2:18][C@H:17]([CH2:19][NH:20][C:21](=[O:23])[CH3:22])[O:16][C:15]3=[O:24])=[CH:10][CH:9]=2)=[CH:4][C:3]1=[O:25]>CO.[Pd]>[CH3:1][N:2]1[CH2:7][CH2:6][CH:5]([C:8]2[CH:13]=[CH:12][C:11]([N:14]3[CH2:18][C@H:17]([CH2:19][NH:20][C:21](=[O:23])[CH3:22])[O:16][C:15]3=[O:24])=[CH:10][CH:9]=2)[CH2:4][C:3]1=[O:25]. Procedure details: To a mixture of N-({(5S)-3-[4-(1-methyl-2-oxo-1,2-dihydropyridin-4-yl)phenyl]-2-oxo-1,3-oxazolidin-5-yl}methyl)acetamide (0.170 g. 0.49 mmol) in 20 mL of MeOH is added 0.05 g of 10% palladium on activated charcoal. The mixture is hydrogenated at 50 psi for 16 hours. The reaction mixture is filtered through celite, silica is added and the mixture is concentrated to dryness. The residue is loaded onto a SIM and purified on a Biotage 12S column with 2% MeOH in CH2Cl2 to yield the desired compound (... Reactants: ClC=1C=C(C=CC1)N1C(N(C2=C1C=CC=C2)CC2=CC=CC=C2)=O (1-(3-chlorophenyl)-1,3-dihydro-3-(phenylmethyl)-2H-benzimidazol-2-one), C1(=CC=CC=C1)C(N1CCNCC1)C1=CC=CC=C1 (1-(diphenylmethyl)piperazine), C([O-])([O-])=O.[Na+].[Na+] (sodium carbonate), [I-].[K+] (potassium iodide). Run in O (water), O (water), CC(CC(C)=O)C (4-methyl-2-pentanone). The product is Cl.Cl.C1(=CC=CC=C1)C(N1CCN(CC1)CCCN1C(N(C2=C1C=CC=C2)CC2=CC=CC=C2)=O)C2=CC=CC=C2 (1-{3-[4-(diphenylmethyl)-1-piperazinyl]propyl}-1,3-dihydro-3-(phenylmethyl)-2H-benzimidazol-2-one dihydrochloride). As a reaction SMILES: [Cl:1][C:2]1[CH:3]=[C:4]([N:8]2[C:12]3[CH:13]=[CH:14][CH:15]=[CH:16][C:11]=3[N:10]([CH2:17][C:18]3[CH:23]=[CH:22][CH:21]=[CH:20][CH:19]=3)[C:9]2=[O:24])C=CC=1.[C:25]1([CH:31]([C:38]2[CH:43]=[CH:42][CH:41]=[CH:40][CH:39]=2)[N:32]2[CH2:37][CH2:36][NH:35][CH2:34][CH2:33]2)[CH:30]=[CH:29][CH:28]=[CH:27][CH:26]=1.C(=O)([O-])[O-].[Na+].[Na+].[I-].[K+]>O.CC(C)CC(=O)C>[ClH:1].[ClH:1].[C:38]1([CH:31]([C:25]2[CH:26]=[CH:27][CH:28]=[CH:29][CH:30]=2)[N:32]2[CH2:33][CH2:34][N:35]([CH2:2][CH2:3][CH2:4][N:8]3[C:12]4[CH:13]=[CH:14][CH:15]=[CH:16][C:11]=4[N:10]([CH2:17][C:18]4[CH:23]=[CH:22][CH:21]=[CH:20][CH:19]=4)[C:9]3=[O:24])[CH2:36][CH2:37]2)[CH:43]=[CH:42][CH:41]=[CH:40][CH:39]=1 |f:2.3.4,5.6,9.10.11|. Procedure details: A mixture of 6 parts of 1-(3-chlorophenyl)-1,3-dihydro-3-(phenylmethyl)-2H-benzimidazol-2-one, 4.5 parts of 1-(diphenylmethyl)piperazine, 5.3 parts of sodium carbonate, 0.1 parts of potassium iodide and 200 parts of 4-methyl-2-pentanone is stirred and refluxed for 20 hours with water-separator. The reaction mixture is cooled, water is added and the layers are separated. The organic phase is dried, filtered and evaporated. The residue is converted into the hydrochloride salt in 2,2'-oxybispropane... Reactants: [N+](=O)([O-])C=1C=C2C(C(=O)N(C2=O)C)=CC1 (4-nitro-N-methyl phthalimide), ClC1=CC=C(C=C1)O (p-chlorophenol), CS(=O)C (dimethylsulfoxide), [OH-].[Na+] (sodium hydroxide). Run in O (water), ClC1=CC=CC=C1 (chlorobenzene). Run at time 30 minute. Product: ClC1=CC=C(C=C1)C=1C=C2C(C(=O)N(C2=O)C)=CC1 (4-(p-chlorophenyl)-N-methyl phthalimide). The yield is 93.5%. As a reaction SMILES: [Cl:1][C:2]1[CH:7]=[CH:6][C:5](O)=[CH:4][CH:3]=1.CS(C)=O.[OH-].[Na+].[N+]([C:18]1[CH:19]=[C:20]2[C:25](=[O:26])[N:24]([CH3:27])[C:22](=[O:23])[C:21]2=[CH:28][CH:29]=1)([O-])=O>O.ClC1C=CC=CC=1>[Cl:1][C:2]1[CH:7]=[CH:6][C:5]([C:18]2[CH:19]=[C:20]3[C:25](=[O:26])[N:24]([CH3:27])[C:22](=[O:23])[C:21]3=[CH:28][CH:29]=2)=[CH:4][CH:3]=1 |f:2.3|. Procedure details: In a 500 ml three-necked flash equipped with a mechanical stirrer, Dean-Stark trap/condenser, nitrogen inlet, and thermometer was added 25.71 grams (0.20 moles) of p-chlorophenol, 100 ml dimethylsulfoxide, and 150 ml of chlorobenzene. After stirring and nitrogen purging the mixture for 30 min., 15.80 grams of aqueous sodium hydroxide (50.62 wt. %; 0.20 moles) was added. The mixture was heated up to 150° C. with the azeotropic removal of the water of reaction. After the removal of water was compl... Starting materials: C[O-].[Na+] (NaOMe), COC(=O)C1=C(N(C(C(=C1)Br)=O)CC1=CC=C(C=C1)OC)CN(S(=O)(=O)C1=CC=C(C=C1)C)CC(=O)OC (5-Bromo-1-(4-methoxy-benzyl)-2-{[methoxycarbonylmethyl-(toluene-4-sulfonyl)-amino]-methyl}-6-oxo-1,6-dihydro-pyridine-3-carboxylic acid methyl ester), Cl (HCl). The solvent is CO (MeOH). Run at time 16 hour. The product is COC(=O)C=1C(=C2C=C(C(N(C2=CN1)CC1=CC=C(C=C1)OC)=O)Br)O (3-Bromo-5-hydroxy-1-(4-methoxy-benzyl)-2-oxo-1,2-dihydro-[1,7]naphthyridine-6-carboxylic acid methyl ester). Yield: 72.8%. RXN SMILES: C[O:2][C:3]([C:5]1[CH:10]=[C:9]([Br:11])[C:8](=[O:12])[N:7]([CH2:13][C:14]2[CH:19]=[CH:18][C:17]([O:20][CH3:21])=[CH:16][CH:15]=2)[C:6]=1[CH2:22][N:23]([CH2:34][C:35]([O:37][CH3:38])=[O:36])S(C1C=CC(C)=CC=1)(=O)=O)=O.C[O-].[Na+].Cl>CO>[CH3:38][O:37][C:35]([C:34]1[C:3]([OH:2])=[C:5]2[C:6](=[CH:22][N:23]=1)[N:7]([CH2:13][C:14]1[CH:15]=[CH:16][C:17]([O:20][CH3:21])=[CH:18][CH:19]=1)[C:8](=[O:12])[C:9]([Br:11])=[CH:10]2)=[O:36] |f:1.2|. Reported procedure: 5-Bromo-1-(4-methoxy-benzyl)-2-{[methoxycarbonylmethyl-(toluene-4-sulfonyl)-amino]-methyl}-6-oxo-1,6-dihydro-pyridine-3-carboxylic acid methyl ester (2.03 g, 3.34 mmol) was dissolved in 80 mL of MeOH and placed in ice bath. NaOMe solution (2.3 mL, 10.0 mmol, 4.375 M in MeOH) was added and the mixture was stirred for 16 h at r.t. 0.1 M HCl was added to acidify the mixture, and the resulting suspension was extracted with CH2Cl2. The organic layer was dried over MgSO4 and concentrated. The crude pr...